This data is from the Open Reaction Database (ORD), a public repository of structured organic reaction records. The task is: describe an organic reaction: reactants, conditions, products, and yield The reactants are O=C1C(N2CCC1CC2)CCCC2=CC=C(C=C2)NS(=O)(=O)C (N-[4-(3-(3-oxo-1-azabicyclo[2.2.2]oct-2-yl)propyl)phenyl]-methanesulfonamide), C(CCCCCC)Br (heptyl bromide). Yields the product [Br-].C(CCCCCC)[N+]12C(C(C(CC1)CC2)=O)CCCC2=CC=C(C=C2)NS(=O)(=O)C (1-Heptyl-2-[3-(4-((methylsulfonyl)amino)phenyl)propyl]-3-oxo-1-azoniabicyclo[2.2.2]octane bromide). RXN SMILES: [O:1]=[C:2]1[CH:7]2[CH2:8][CH2:9][N:4]([CH2:5][CH2:6]2)[CH:3]1[CH2:10][CH2:11][CH2:12][C:13]1[CH:18]=[CH:17][C:16]([NH:19][S:20]([CH3:23])(=[O:22])=[O:21])=[CH:15][CH:14]=1.[CH2:24]([Br:31])[CH2:25][CH2:26][CH2:27][CH2:28][CH2:29][CH3:30]>>[Br-:31].[CH2:24]([N+:4]12[CH2:9][CH2:8][CH:7]([CH2:6][CH2:5]1)[C:2](=[O:1])[CH:3]2[CH2:10][CH2:11][CH2:12][C:13]1[CH:18]=[CH:17][C:16]([NH:19][S:20]([CH3:23])(=[O:22])=[O:21])=[CH:15][CH:14]=1)[CH2:25][CH2:26][CH2:27][CH2:28][CH2:29][CH3:30] |f:2.3|. Reported procedure: In a manner similar to Example II, Method A, react N-[4-(3-(3-oxo-1-azabicyclo[2.2.2]oct-2-yl)propyl)phenyl]-methanesulfonamide with heptyl bromide to yield the title compound.